This data is from the Open Reaction Database (ORD), a public repository of structured organic reaction records. The task is: describe an organic reaction: reactants, conditions, products, and yield The reactants are ClC1=C(C=CC=C1)C1=CC=CC=2CC(OC21)CN ((±)-1-[7-(2-chlorophenyl)-2,3-dihydro-1-benzofuran-2-yl]methanamine), Intermediate 12, C(C)(C)N(CC)C(C)C (diisopropylethylamine), ClC(=O)OCC1=CC=CC=C1 (benzyl chloroformate). The product is C(C1=CC=CC=C1)OC(NCC1OC2=C(C1)C=CC=C2C2=C(C=CC=C2)Cl)=O ((±)-benzyl[7-(2-chlorophenyl)-2,3-dihydro-1-benzofuran-2-yl]methylcarbamate). Isolated yield 75.5%. As a reaction SMILES: [Cl:1][C:2]1[CH:7]=[CH:6][CH:5]=[CH:4][C:3]=1[C:8]1[C:16]2[O:15][CH:14]([CH2:17][NH2:18])[CH2:13][C:12]=2[CH:11]=[CH:10][CH:9]=1.C(N(C(C)C)CC)(C)C.Cl[C:29]([O:31][CH2:32][C:33]1[CH:38]=[CH:37][CH:36]=[CH:35][CH:34]=1)=[O:30]>>[CH2:32]([O:31][C:29](=[O:30])[NH:18][CH2:17][CH:14]1[CH2:13][C:12]2[CH:11]=[CH:10][CH:9]=[C:8]([C:3]3[CH:4]=[CH:5][CH:6]=[CH:7][C:2]=3[Cl:1])[C:16]=2[O:15]1)[C:33]1[CH:38]=[CH:37][CH:36]=[CH:35][CH:34]=1. Reported procedure: Treatment of (±)-1-[7-(2-chlorophenyl)-2,3-dihydro-1-benzofuran-2-yl]methanamine (0.743 g 2.52 mmol) with diisopropylethylamine (0.488 g, 3.77 mmol) and benzyl chloroformate (0.472 g, 2.77 mmol) generally according to the procedure described for Intermediate 12 afforded 0.749 g (76%) (±)-benzyl[7-(2-chlorophenyl)-2,3-dihydro-1-benzofuran-2-yl]methylcarbamate as a white solid. mp 155-157° C.; Anal. calcd. for C23H20ClNO3: C, 70.14; H, 5.12; N, 3.56. Found: C, 70.1; H, 5.15; N, 3.37. Chiral HPLC s... The reactants are ClCC=CC1=CC=CC=C1 (chloromethylstyrene), four, C1(=C(C(=C(C(=C1Cl)Cl)Cl)Cl)Cl)[O-].[Na+] (Na-PCP), O.C(C)O (water ethanol), C1(=C(C(=C(C(=C1Cl)Cl)Cl)Cl)Cl)[O-].[Na+] (sodium pentachlorophenate). Run in C(C)O (ethanol). The product is ClC1=C(C(=C(C(=C1Cl)Cl)Cl)Cl)OCC=CC1=CC=CC=C1 ((2, 3, 4, 5, 6-pentachlorophenyloxy)methylstyrene). Yield: 85.0%. As a reaction SMILES: Cl[CH2:2][CH:3]=[CH:4][C:5]1[CH:10]=[CH:9][CH:8]=[CH:7][CH:6]=1.[C:11]1([O-:22])[C:16]([Cl:17])=[C:15]([Cl:18])[C:14]([Cl:19])=[C:13]([Cl:20])[C:12]=1[Cl:21].[Na+].O.C(O)C>C(O)C>[Cl:17][C:16]1[C:15]([Cl:18])=[C:14]([Cl:19])[C:13]([Cl:20])=[C:12]([Cl:21])[C:11]=1[O:22][CH2:2][CH:3]=[CH:4][C:5]1[CH:10]=[CH:9][CH:8]=[CH:7][CH:6]=1 |f:1.2,3.4|. Reported procedure: In a 500 ml four necked flask equipped with a stirrer, a thermometer and a nitrogen gas inlet, chloromethylstyrene (m/p=60/40) (25 g, 0.161 mole) was dissolved in ethanol (50 ml) at room temperature. A solution of sodium pentachlorophenate (hereinafter abbreviated as Na-PCP) (49 g. 0.170 mole) in a mixed solvent of water/ethanol (1/1, 250 ml) was gradually added dropwise thereto and, after completion of addition, the mixture was reacted at 50° C. for 1 hour. The mixture was cooled and the result... Reactants: CN1CCNCC1 (1-Methylpiperazine), FC1=CC(=C(C=C1[N+](=O)[O-])NC1=NC=CC(=N1)C1=CN(C2=CC=CC=C12)C)OC (N-(4-fluoro-2-methoxy-5-nitrophenyl)-4-(1-methylindol-3-yl)pyrimidin-2-amine), Intermediate 129, ClC=1C(=NC(=NC1)NC1=C(C=C(C(=C1)[N+](=O)[O-])F)OC)C1=CN(C2=CC=CC=C12)C (5-chloro-N-(4-fluoro-2-methoxy-5-nitrophenyl)-4-(1-methylindol-3-yl)pyrimidin-2-amine), CCN(C(C)C)C(C)C (DIPEA). Run in CO (CH3OH), CC(=O)N(C)C (DMA). Reaction conditions: temperature 140 celsius. Product: COC1=C(C=C(C(=C1)N1CCN(CC1)C)[N+](=O)[O-])NC1=NC=CC(=N1)C1=CN(C2=CC=CC=C12)C (N-[2-Methoxy-4-(4-methylpiperazin-1-yl)-5-nitrophenyl]-4-(1-methylindol-3-yl)pyrimidin-2-amine). The yield is 80.0%. As a reaction SMILES: [CH3:1][N:2]1[CH2:7][CH2:6][NH:5][CH2:4][CH2:3]1.F[C:9]1[C:14]([N+:15]([O-:17])=[O:16])=[CH:13][C:12]([NH:18][C:19]2[N:24]=[C:23]([C:25]3[C:33]4[C:28](=[CH:29][CH:30]=[CH:31][CH:32]=4)[N:27]([CH3:34])[CH:26]=3)[CH:22]=[CH:21][N:20]=2)=[C:11]([O:35][CH3:36])[CH:10]=1.ClC1C(C2C3C(=CC=CC=3)N(C)C=2)=NC(NC2C=C([N+]([O-])=O)C(F)=CC=2OC)=NC=1.CCN(C(C)C)C(C)C>CC(N(C)C)=O.CO>[CH3:36][O:35][C:11]1[CH:10]=[C:9]([N:5]2[CH2:6][CH2:7][N:2]([CH3:1])[CH2:3][CH2:4]2)[C:14]([N+:15]([O-:17])=[O:16])=[CH:13][C:12]=1[NH:18][C:19]1[N:24]=[C:23]([C:25]2[C:33]3[C:28](=[CH:29][CH:30]=[CH:31][CH:32]=3)[N:27]([CH3:34])[CH:26]=2)[CH:22]=[CH:21][N:20]=1. Procedure details: 1-Methylpiperazine (89 mg, 0.89 mmol), N-(4-fluoro-2-methoxy-5-nitrophenyl)-4-(1-methylindol-3-yl)pyrimidin-2-amine (Intermediate 129 (which may be prepared by the method described for Intermediate 87), 350 mg, 0.89 mmol) and DIPEA (0.186 mL, 1.07 mmol) were suspended in DMA (6 mL) and sealed into a microwave tube. The reaction was heated to 140° C. for 1 h in a microwave and then cooled to r.t. CH3OH was added and an orange solid precipitated from solution. The solid was collected by filtration... Starting materials: CO (methanol), C(C)OC(=O)C=1C(=NC(=NC1)SC)NC=1C=C2C=NNC2=CC1 (4-(1H-5-indazolylamino)-2-methylthio-5-pyrimidinecarboxylic acid ethyl ester), C(O)CN (ethanol amine). Run in O (H2O). The product is OCCNC(=O)C=1C(=NC(=NC1)SC)NC=1C=C2C=NNC2=CC1 (N-(2-Hydroxyethyl)-4-(1H-5-indazolylamino)-2-methylthio-5-pyrimidinecarboxamide). Isolated yield 72.0%. As a reaction SMILES: CO.C(O[C:6]([C:8]1[C:9]([NH:16][C:17]2[CH:18]=[C:19]3[C:23](=[CH:24][CH:25]=2)[NH:22][N:21]=[CH:20]3)=[N:10][C:11]([S:14][CH3:15])=[N:12][CH:13]=1)=[O:7])C.[CH2:26]([CH2:28][NH2:29])[OH:27]>O>[OH:27][CH2:26][CH2:28][NH:29][C:6]([C:8]1[C:9]([NH:16][C:17]2[CH:18]=[C:19]3[C:23](=[CH:24][CH:25]=2)[NH:22][N:21]=[CH:20]3)=[N:10][C:11]([S:14][CH3:15])=[N:12][CH:13]=1)=[O:7]. Procedure details: To the solution of methanol (20 ml) was added 4-(1H-5-indazolylamino)-2-methylthio-5-pyrimidinecarboxylic acid ethyl ester (1 g) prepared from preparation example 1, added ethanol amine (7 ml) at room temperature, and refluxed for 4 hr. The reaction mixture was cooled and slowly added H2O (40 ml) at 20° C. and stirred for 0.5 hr. The reaction mixture was filtered, washed with 25% aqueous methanol solution (10 ml), obtained the desired compound (0.75 g, 72%) Reactants: CCO, Cl, COc1ccc2c(c1)N(CC(=O)O)C(=O)C(N=[N+]=[N-])CC2, O. Product: COc1ccc2c(c1)N(CC(=O)O)C(=O)C(N)CC2. RXN SMILES: [CH3:23][CH2:24][OH:25].[ClH:22].[N:1](=[N+:2]=[N-:3])[CH:4]1[C:5](=[O:21])[N:6]([CH2:17][C:18](=[O:19])[OH:20])[c:7]2[c:8]([cH:11][cH:12][c:13]([O:15][CH3:16])[cH:14]2)[CH2:9][CH2:10]1.[OH2:26]>>[NH2:1][CH:4]1[C:5](=[O:21])[N:6]([CH2:17][C:18](=[O:19])[OH:20])[c:7]2[c:8]([cH:11][cH:12][c:13]([O:15][CH3:16])[cH:14]2)[CH2:9][CH2:10]1.